Dataset: the Open Reaction Database (ORD), a public repository of structured organic reaction records. Task: describe an organic reaction: reactants, conditions, products, and yield Reactants: N(C1=CC=CC=C1)C(=O)CNC1CCN(CC1)CCCC(=O)C1=CC=CC=C1 (4-Anilinocarbonylmethylamino-1-(4-phenyl-4-oxobutyl) piperidine), [BH4-].[Na+] (sodium borohydride). The product is N(C1=CC=CC=C1)C(=O)CNC1CCN(CC1)CCCC(O)C1=CC=CC=C1 (4-Anilinocarbonylmethylamino-1-(4-phenyl-4-hydroxybutyl)-piperidine). As a reaction SMILES: [NH:1]([C:8]([CH2:10][NH:11][CH:12]1[CH2:17][CH2:16][N:15]([CH2:18][CH2:19][CH2:20][C:21]([C:23]2[CH:28]=[CH:27][CH:26]=[CH:25][CH:24]=2)=[O:22])[CH2:14][CH2:13]1)=[O:9])[C:2]1[CH:7]=[CH:6][CH:5]=[CH:4][CH:3]=1.[BH4-].[Na+]>>[NH:1]([C:8]([CH2:10][NH:11][CH:12]1[CH2:13][CH2:14][N:15]([CH2:18][CH2:19][CH2:20][CH:21]([C:23]2[CH:28]=[CH:27][CH:26]=[CH:25][CH:24]=2)[OH:22])[CH2:16][CH2:17]1)=[O:9])[C:2]1[CH:3]=[CH:4][CH:5]=[CH:6][CH:7]=1 |f:1.2|. Procedure details: 4-Anilinocarbonylmethylamino-1-(4-phenyl-4-oxobutyl) piperidine may be reduced using sodium borohydride to give the title compound. The reactants are CC(C)(C)OC(=O)N1CCC(=Cc2ccc(Cl)c(Cl)c2)CC1, C1CCOC1, O. Yields the product CC(C)(C)OC(=O)N1CCC(C(=O)c2ccc(Cl)c(Cl)c2)CC1. As a reaction SMILES: [C:1]([CH3:2])([CH3:3])([CH3:4])[O:5][C:6](=[O:7])[N:8]1[CH2:9][CH2:10][C:11](=[CH:14][c:15]2[cH:16][c:17]([Cl:22])[c:18]([Cl:21])[cH:19][cH:20]2)[CH2:12][CH2:13]1.[CH2:24]1[O:25][CH2:26][CH2:27][CH2:28]1.[OH2:23]>>[C:1]([CH3:2])([CH3:3])([CH3:4])[O:5][C:6](=[O:7])[N:8]1[CH2:9][CH2:10][CH:11]([C:14]([c:15]2[cH:16][c:17]([Cl:22])[c:18]([Cl:21])[cH:19][cH:20]2)=[O:23])[CH2:12][CH2:13]1. Starting materials: C(CCS(=O)(=O)Cl)S(=O)(=O)Cl (1,3-propanedisulfonyl chloride), C(CCS(=O)(=O)Cl)S(=O)(=O)Cl (1,3-propanedisulfonyl chloride), C(CCS(=O)(=O)Cl)S(=O)(=O)Cl (1,3-propanedisulfonyl chloride), NC=1SC(=NN1)S (2-amino-5-mercapto-1,3,4-thiadiazole). Conditions: time 10 minute. Product: NC=1SC(=NN1)S.C(CCS(=O)(=O)Cl)S(=O)(=O)Cl (2-amino-5-mercapto-1,3,4-thiadiazole 1,3-propanedisulfonyl chloride). Reaction SMILES: [CH2:1]([S:8]([Cl:11])(=[O:10])=[O:9])[CH2:2][CH2:3][S:4]([Cl:7])(=[O:6])=[O:5].[NH2:12][C:13]1[S:14][C:15]([SH:18])=[N:16][N:17]=1>>[NH2:12][C:13]1[S:14][C:15]([SH:18])=[N:16][N:17]=1.[CH2:3]([S:4]([Cl:7])(=[O:5])=[O:6])[CH2:2][CH2:1][S:8]([Cl:11])(=[O:10])=[O:9] |f:2.3|. Reported procedure: Next, the 1,3-propanedisulfonyl chloride vapor in the condensing chamber 2 was adiabatically expanded, and the introduced base particles were exposed thereto for 10 minutes. Consequently, 1,3-propanedisulfonyl chloride condensed on the surface of the base particles. A polymerization reaction took place between 1,3-propanedisulfonyl chloride condensed on the surface of the base particles and 2-amino-5-mercapto-1,3,4-thiadiazole contained therein, forming a film of 2-amino-5-mercapto-1,3,4-thiadia... Reactants: CCOP(C)OCC, CC#N, O=[N+]([O-])c1ccccc1[N+](=O)[O-]. The product is CCOP(C)(=O)c1ccccc1[N+](=O)[O-]. Reaction SMILES: [CH3:13][P:14]([O:15][CH2:16][CH3:17])[O:18][CH2:19][CH3:20].[CH3:21][C:22]#[N:23].[O-:1][N+:2](=[O:3])[c:4]1[cH:5][cH:6][cH:7][cH:8][c:9]1[N+:10]([O-:11])=[O:12]>>[c:4]1([P:14]([CH3:13])([O:15][CH2:16][CH3:17])=[O:18])[cH:5][cH:6][cH:7][cH:8][c:9]1[N+:10]([O-:11])=[O:12]. Reactants: O=C1C2=CC=CC=C2C=2C(=CC=CC12)C(=O)N (9-Oxo-9H-fluorene-4-carboxamide), CC(C)(C)C=O (pivaldehyde), N1N=NC2=C1C=CC=C2 (benzotriazole), C1(=CC=C(C=C1)S(=O)(=O)O)C (p-toluenesulfonic acid). Yields the product N1(N=NC2=C1C=CC=C2)C(C(C)(C)C)NC(=O)C2=CC=CC=1C(C3=CC=CC=C3C21)=O (N-[1-(1H-1,2,3-Benzotriazol-1-yl)-2,2-dimethylpropyl]-9-oxo-9H-fluorene-4-carboxamide). Reaction SMILES: [O:1]=[C:2]1[C:14]2[CH:13]=[CH:12][CH:11]=[C:10]([C:15]([NH2:17])=[O:16])[C:9]=2[C:8]2[C:3]1=[CH:4][CH:5]=[CH:6][CH:7]=2.[CH3:18][C:19]([CH:22]=O)([CH3:21])[CH3:20].[NH:24]1[C:28]2[CH:29]=[CH:30][CH:31]=[CH:32][C:27]=2[N:26]=[N:25]1.C1(C)C=CC(S(O)(=O)=O)=CC=1>>[N:24]1([CH:22]([NH:17][C:15]([C:10]2[C:9]3[C:8]4[C:3](=[CH:4][CH:5]=[CH:6][CH:7]=4)[C:2](=[O:1])[C:14]=3[CH:13]=[CH:12][CH:11]=2)=[O:16])[C:19]([CH3:20])([CH3:21])[CH3:18])[C:28]2[CH:29]=[CH:30][CH:31]=[CH:32][C:27]=2[N:26]=[N:25]1. Procedure details: A suspension of the product from Example 68A, pivaldehyde, benzotriazole, and p-toluenesulfonic acid was processed as in Example 1C to provide the title compound. Starting materials: [N+](=O)([O-])CC(C)O (1-nitro-2-propanol), C=O (paraformaldehyde), Cl (hydrogen chloride), ClCOCCl (chloromethylether), S1C(=CC=C1)CC(=O)O (thiolacetic acid). Product: [N+](=O)([O-])CC(C)OCSC(C)=O (1-nitro-2-acetylthiomethyloxy propane). Reaction SMILES: [N+:1]([CH2:4][CH:5]([OH:7])[CH3:6])([O-:3])=[O:2].C=O.Cl.ClC[O:13]CCl.[S:16]1[CH:20]=[CH:19]C=[C:17]1CC(O)=O>>[N+:1]([CH2:4][CH:5]([O:7][CH2:17][S:16][C:20](=[O:13])[CH3:19])[CH3:6])([O-:3])=[O:2]. Reported procedure: A quantity of 206 grams of 1-nitro-2-propanol was chloromethylated with 60 grams paraformaldehyde and excess hydrogen chloride according to the procedure given in Example I. The crude chloromethylether resulting was reacted with 154 grams of thiolacetic acid and then 154 grams of pyridine and distilled in vacuo after workup as described in Example I to give 123 grams of 1-nitro-2-acetylthiomethyloxy propane; structure confirmed by spectral analysis. The reactants are NC=1C(=NC=CC1)NC1=C(C=CC(=C1)Cl)C(=O)C1=CC=CC=C1 ([2-[(3-amino-2-pyridyl)amino]-4-chlorophenyl]-(phenyl)methanone), NC=1C(=NC=CC1)NC1=C(C=CC(=C1)Cl)C(=O)C1=CC=CC=C1 ([2-[(3-amino-2-pyridyl)amino]-4-chlorophenyl]-(phenyl)methanone). The solvent is C1(=CC=CC=C1)C (toluene). Yields the product ClC1=CC2=C(C(=NC3=C(N2)N=CC=C3)C3=CC=CC=C3)C=C1 (9-Chloro-6-phenyl-11H-pyrido[2,3-b][1,4]benzodiazepine). Reaction SMILES: [NH2:1][C:2]1[C:3]([NH:8][C:9]2[CH:14]=[C:13]([Cl:15])[CH:12]=[CH:11][C:10]=2[C:16]([C:18]2[CH:23]=[CH:22][CH:21]=[CH:20][CH:19]=2)=O)=[N:4][CH:5]=[CH:6][CH:7]=1>C1(C)C=CC=CC=1>[Cl:15][C:13]1[CH:12]=[CH:11][C:10]2[C:16]([C:18]3[CH:23]=[CH:22][CH:21]=[CH:20][CH:19]=3)=[N:1][C:2]3[CH:7]=[CH:6][CH:5]=[N:4][C:3]=3[NH:8][C:9]=2[CH:14]=1. Procedure details: A suspension of 6.6 g (0.02 mole) of [2-[(3-amino-2-pyridyl)amino]-4-chlorophenyl]-(phenyl)methanone (Intermediate 2) in 200 ml of toluene was heated at reflux over night under nitrogen atmosphere. The reaction mixture was filtered hot and the filtrate heated back to reflux temperature. The precipitate formed in cooling to room temperature was separated by filtration and recrystallized from benzene and dried 4 hr at 97°-98° C./0.1 mm Hg and over night at room temperature/0.1 mm Hg to give 3.7 g;... Reactants: O1CCC(C2=CC=CC=C12)=O (4-chromanon), B.[Na] (sodium boron hydride). The solvent is alcohol, C(C)O (ethanol), CO (methanol), CO (methanol), C(C)O (ethanol), O1CCCC1 (tetrahydrofuran). The product is O1CCC(C2=CC=CC=C12)O (4-chromanol). RXN SMILES: [O:1]1[C:10]2[C:5](=[CH:6][CH:7]=[CH:8][CH:9]=2)[C:4](=[O:11])[CH2:3][CH2:2]1.B.[Na]>C(O)C.CO.O1CCCC1>[O:1]1[C:10]2[C:5](=[CH:6][CH:7]=[CH:8][CH:9]=2)[CH:4]([OH:11])[CH2:3][CH2:2]1 |f:1.2,^1:12|. Procedure: The compound 3 is reduced using a reducing agent such as sodium boron hydride in a solvent such as methanol, ethanol and tetrahydrofuran, preferably in an alcohol solvent such as methanol and ethanol, under cooling to room temperature to give 4-chromanol (compound 4 wherein R1, R2 and R3 are as defined above). Yields the product [N+](=O)([O-])C=C(NCCCSC=1NC=CN1)SC (1-nitro-2-methylthio-2-[3-(2-imidazolylthio)propylamino]ethylene). Reported procedure: By the procedure of Example 8 (i), 2-(3-aminopropylthio)-imidazole (from the dihydrobromide (3.8 g)) is reacted with 1-nitro-2,2-bis-methylthioethylene (2.0 g) to give 1-nitro-2-methylthio-2-[3-(2-imidazolylthio)propylamino]ethylene which, on treatment with 2-[(2-aminoethyl)thiomethyl]-3-chloropyridine by the procedure of Example 1 (a) (ii) yields the title compound. As a reaction SMILES: [NH2:1][CH2:2][CH2:3][CH2:4][S:5][C:6]1[NH:7][CH:8]=[CH:9][N:10]=1.[N+:11]([CH:14]=[C:15](SC)[S:16][CH3:17])([O-:13])=[O:12]>>[N+:11]([CH:14]=[C:15]([S:16][CH3:17])[NH:1][CH2:2][CH2:3][CH2:4][S:5][C:6]1[NH:7][CH:8]=[CH:9][N:10]=1)([O-:13])=[O:12]. Reactants: ( i ), NCCCSC=1NC=CN1 (2-(3-aminopropylthio)-imidazole), dihydrobromide, [N+](=O)([O-])C=C(SC)SC (1-nitro-2,2-bis-methylthioethylene).